From a dataset of the Open Reaction Database (ORD), a public repository of structured organic reaction records. describe an organic reaction: reactants, conditions, products, and yield Product: C(C1=CC=CC=C1)OC=1C=C(CC(C(=O)C2=CC=CC=C2)CC)C=CC1[N+](=O)[O-] (2-(3-Benzyloxy-4-nitrobenzyl)-1-phenylbutan-1-one). Run at temperature -78 celsius, time 1 hour. Procedure details: To a solution of 1-phenylbutan-1-one (203 mg, 1.37 mmol) in THF (2.5 mL) at −78° C. is added dropwise LiHMDS (1.62 mL of 1.0 M solution in THF, 1.62 mmol) over a period of 15 min. The solution is stirred at −78° C. for 1 h then a solution of 2-benzyloxy-4-bromomethyl-1-nitrobenzene (Example 83, step C) (400 mg, 1.25 mmol) in THF (2.5 mL) is added dropwise. The mixture is allowed to warm to RT and stirred there for 1 h then is quenched with saturated ammonium chloride solution. The mixture is ext... RXN SMILES: [C:1]1([C:7](=[O:11])[CH2:8][CH2:9][CH3:10])[CH:6]=[CH:5][CH:4]=[CH:3][CH:2]=1.[Li+].C[Si]([N-][Si](C)(C)C)(C)C.[CH2:22]([O:29][C:30]1[CH:35]=[C:34]([CH2:36]Br)[CH:33]=[CH:32][C:31]=1[N+:38]([O-:40])=[O:39])[C:23]1[CH:28]=[CH:27][CH:26]=[CH:25][CH:24]=1>C1COCC1>[CH2:22]([O:29][C:30]1[CH:35]=[C:34]([CH:33]=[CH:32][C:31]=1[N+:38]([O-:40])=[O:39])[CH2:36][CH:8]([CH2:9][CH3:10])[C:7]([C:1]1[CH:6]=[CH:5][CH:4]=[CH:3][CH:2]=1)=[O:11])[C:23]1[CH:28]=[CH:27][CH:26]=[CH:25][CH:24]=1 |f:1.2|. Run in C1CCOC1 (THF), C1CCOC1 (THF). The reactants are C1(=CC=CC=C1)C(CCC)=O (1-phenylbutan-1-one), [Li+].C[Si](C)(C)[N-][Si](C)(C)C (LiHMDS), C(C1=CC=CC=C1)OC1=C(C=CC(=C1)CBr)[N+](=O)[O-] (2-Benzyloxy-4-bromomethyl-1-nitrobenzene). Starting materials: C(C)(C)(C)NC(=O)[C@H]1N(C[C@H]2CCCC[C@H]2C1)C[C@H]([C@H](CSC1=CC=CC=C1)N)O ((3S, 4aS, 8aS)-2-((2R, 3R)-3-amino-2-hydroxy-4-phenylthiobutyl)-decahydroisoquinoline-3-carboxylic acid t-butylamide), C(C)(C)(C)NC(=O)[C@H]1N(C[C@H]2CCCC[C@H]2C1)C[C@H]([C@H](CSC1=CC=CC=C1)N)O ((3S, 4aS, 8aS)-2-((2R, 3R)-3-amino-2-hydroxy-4-phenylthiobutyl)-decahydroisoquinoline-3-carboxylic acid t-butylamide), C(O)([O-])=O.[Na+] (sodium hydrogencarbonate), O (water), C(C)(=O)OC=1C(=C(C(=O)Cl)C=CC1)C (3-acetoxy-2-methylbenzoyl chloride), O (water). The solvent is C(C)(=O)OCC (ethyl acetate), C(C)(=O)OCC (ethyl acetate). The product is C(C)(C)(C)NC(=O)[C@H]1N(C[C@H]2CCCC[C@H]2C1)C[C@H]([C@H](CSC1=CC=CC=C1)NC(C1=C(C(=CC=C1)OC(C)=O)C)=O)O ((3S, 4aS, 8aS)-2-[(2R, 3R)-3-(3-acetoxy-2-methylbenzoylamino)-2-hydroxy-4-phenylthiobutyl]decahydroisoquinoline-3-carboxylic acid t-butylamide). Yield: 101.1%. RXN SMILES: [C:1]([NH:5][C:6]([C@@H:8]1[CH2:17][C@H:16]2[C@H:11]([CH2:12][CH2:13][CH2:14][CH2:15]2)[CH2:10][N:9]1[CH2:18][C@@H:19]([OH:30])[C@@H:20]([NH2:29])[CH2:21][S:22][C:23]1[CH:28]=[CH:27][CH:26]=[CH:25][CH:24]=1)=[O:7])([CH3:4])([CH3:3])[CH3:2].C(=O)([O-])O.[Na+].O.[C:37]([O:40][C:41]1[C:42]([CH3:50])=[C:43]([CH:47]=[CH:48][CH:49]=1)[C:44](Cl)=[O:45])(=[O:39])[CH3:38]>C(OCC)(=O)C>[C:1]([NH:5][C:6]([C@@H:8]1[CH2:17][C@H:16]2[C@H:11]([CH2:12][CH2:13][CH2:14][CH2:15]2)[CH2:10][N:9]1[CH2:18][C@@H:19]([OH:30])[C@@H:20]([NH:29][C:44](=[O:45])[C:43]1[CH:47]=[CH:48][CH:49]=[C:41]([O:40][C:37](=[O:39])[CH3:38])[C:42]=1[CH3:50])[CH2:21][S:22][C:23]1[CH:28]=[CH:27][CH:26]=[CH:25][CH:24]=1)=[O:7])([CH3:4])([CH3:2])[CH3:3] |f:1.2|. Procedure details: (3S, 4aS, 8aS)-2-((2R, 3R)-3-Amino-2-hydroxy-4-phenylthiobutyl)-decahydroisoquinoline-3-carboxylic acid t-butylamide (compound [14], 9.39 g) and sodium hydrogencarbonate (4.55 g, 54.2 mmol) were added to a suspension of water (40 ml) and ethyl acetate (40 ml). A solution of 3-acetoxy-2-methylbenzoyl chloride (4.37 g, 20.6 mmol) in ethyl acetate (40 ml) was dropwise added to the suspension with stirring under ice-cooling. The mixture was further stirred for one hour under ice-cooling and water (2... The reactants are C(C)(C)N (Isopropylamine), ClC1=CC=C2C(=NN(C2=C1)C)C=1N=C2C(=NC1)N(C=C2C(=O)O)COCC[Si](C)(C)C (2-(6-Chloro-1-methyl-1H-indazol-3-yl)-5-(2-trimethylsilanyl-ethoxymethyl)-5H-pyrrolo[2,3-b]pyrazine-7-carboxylic acid), F[B-](F)(F)F.N1(N=NC2=C1C=CC=C2)OC(=[N+](C)C)N(C)C (O-benzotriazol-1-yl-N,N,N′,N′-tetramethyluronium tetrafluoroborate), C(C)(C)N(C(C)C)CC (N,N-diisopropylethylamine). The solvent is C(C)(=O)OCC (ethyl acetate), O (Water), C(C)#N (acetonitrile). Conditions: time 8 hour. Yields the product C(C)(C)NC(=O)C1=CN(C2=NC=C(N=C21)C2=NN(C1=CC(=CC=C21)Cl)C)COCC[Si](C)(C)C (2-(6-chloro-1-methyl-1H-indazol-3-yl)-5-(2-trimethylsilanyl-ethoxymethyl)-5H-pyrrolo[2,3-b]pyrazine-7-carboxylic acid isopropylamide). The yield is 51.5%. As a reaction SMILES: [Cl:1][C:2]1[CH:10]=[C:9]2[C:5]([C:6]([C:12]3[N:13]=[C:14]4[C:20]([C:21](O)=[O:22])=[CH:19][N:18]([CH2:24][O:25][CH2:26][CH2:27][Si:28]([CH3:31])([CH3:30])[CH3:29])[C:15]4=[N:16][CH:17]=3)=[N:7][N:8]2[CH3:11])=[CH:4][CH:3]=1.F[B-](F)(F)F.[N:37]1(OC(N(C)C)=[N+](C)C)[C:41]2[CH:42]=CC=C[C:40]=2N=N1.C(N(CC)C(C)C)(C)C.C(N)(C)C>C(#N)C.C(OCC)(=O)C.O>[CH:41]([NH:37][C:21]([C:20]1[C:14]2[C:15](=[N:16][CH:17]=[C:12]([C:6]3[C:5]4[C:9](=[CH:10][C:2]([Cl:1])=[CH:3][CH:4]=4)[N:8]([CH3:11])[N:7]=3)[N:13]=2)[N:18]([CH2:24][O:25][CH2:26][CH2:27][Si:28]([CH3:31])([CH3:30])[CH3:29])[CH:19]=1)=[O:22])([CH3:42])[CH3:40] |f:1.2|. Procedure: 2-(6-Chloro-1-methyl-1H-indazol-3-yl)-5-(2-trimethylsilanyl-ethoxymethyl)-5H-pyrrolo[2,3-b]pyrazine-7-carboxylic acid (80 mg, 0.175 mmol), O-benzotriazol-1-yl-N,N,N′,N′-tetramethyluronium tetrafluoroborate (84 mg, 0.26 mmol) and N,N-diisopropylethylamine (0.076 ml, 0.44 mmol) were dissolved in acetonitrile (1.75 ml). Isopropylamine (0.018 ml, 0.21 mmol) was added and the mixture was stirred at room temperature overnight. Water and ethyl acetate were added, the layers were separated and the aqueo...